From a dataset of the Open Reaction Database (ORD), a public repository of structured organic reaction records. describe an organic reaction: reactants, conditions, products, and yield Reactants: C1CCOC1, O=C(Cl)Oc1ccc([N+](=O)[O-])cc1, O=C1COCC(c2ccc(F)c(F)c2)N1, [H-], [Na+]. The product is O=C1COCC(c2ccc(F)c(F)c2)N1C(=O)Oc1ccc([N+](=O)[O-])cc1. RXN SMILES: [CH2:31]1[O:32][CH2:33][CH2:34][CH2:35]1.[Cl:18][C:19](=[O:20])[O:21][c:22]1[cH:23][cH:24][c:25]([N+:28](=[O:29])[O-:30])[cH:26][cH:27]1.[F:1][c:2]1[cH:3][c:4]([CH:9]2[NH:10][C:11](=[O:15])[CH2:12][O:13][CH2:14]2)[cH:5][cH:6][c:7]1[F:8].[H-:17].[Na+:16]>>[F:1][c:2]1[cH:3][c:4]([CH:9]2[N:10]([C:19](=[O:20])[O:21][c:22]3[cH:23][cH:24][c:25]([N+:28](=[O:29])[O-:30])[cH:26][cH:27]3)[C:11](=[O:15])[CH2:12][O:13][CH2:14]2)[cH:5][cH:6][c:7]1[F:8]. The reactants are COC=1C=C2C=3COC4=C(C3NC2=CC1)C=CC=C4 (8-methoxy-6,11-dihydro-5-oxa-11-aza-benzo[a]fluorene), O([K])C(C)(C)C (KO-t-Bu), O=O (O2). The solvent is CN(C)C=O (DMF). Product: COC=1C=C2C=3C(OC4=C(C3NC2=CC1)C=CC=C4)O (8-methoxy-6,11-dihydro-5-oxa-11-aza-benzo[a]fluoren-6-ol). Reaction SMILES: [CH3:1][O:2][C:3]1[CH:4]=[C:5]2[C:13](=[CH:14][CH:15]=1)[NH:12][C:11]1[C:10]3[CH:16]=[CH:17][CH:18]=[CH:19][C:9]=3[O:8][CH2:7][C:6]2=1.[O:20](C(C)(C)C)[K].O=O>CN(C=O)C>[CH3:1][O:2][C:3]1[CH:4]=[C:5]2[C:13](=[CH:14][CH:15]=1)[NH:12][C:11]1[C:10]3[CH:16]=[CH:17][CH:18]=[CH:19][C:9]=3[O:8][CH:7]([OH:20])[C:6]2=1. Procedure: 8-methoxy-6,11-dihydro-5-oxa-11-aza-benzo[a]fluorene (300 mg, 1.194 mmoL) in DMF (5 mL) was treated with KO-t-Bu (1.0 M in THF, 2.0 mL, 2.0 mmoL) under a flow of O2 for 6 hours. The reaction mixture was then partitioned between water and EtOAc. The EtOAc layer was washed with saturated NH4Cl, water, brine, dried over anhydrous Na2SO4, filtered and concentrated to yield a brown oil. The crude material was then purified by column chromatography (silica gel, hexanes:EtOAc 9:1 as eluent) to yield th... Reactants: C=CCOC(=O)NN, CO, CCOC(=O)C(=O)NC1CC(C)(C)NC(C)(C)C1. The product is C=CCOC(=O)NNC(=O)C(=O)NC1CC(C)(C)NC(C)(C)C1. Reaction SMILES: [C:1]([NH:2][NH2:3])(=[O:4])[O:5][CH2:6][CH:7]=[CH2:8].[CH3:27][OH:28].[CH3:9][C:10]1([CH3:26])[NH:11][C:12]([CH3:24])([CH3:25])[CH2:13][CH:14]([NH:16][C:17]([C:18](=[O:19])[O:20][CH2:21][CH3:22])=[O:23])[CH2:15]1>>[C:1]([NH:2][NH:3][C:18]([C:17]([NH:16][CH:14]1[CH2:13][C:12]([CH3:24])([CH3:25])[NH:11][C:10]([CH3:9])([CH3:26])[CH2:15]1)=[O:23])=[O:19])(=[O:4])[O:5][CH2:6][CH:7]=[CH2:8]. The product is BrC=1C=CC(=C(C1)C1=NC=CC=C1F)F (2-(5-Bromo-2-fluorophenyl)-3-fluoropyridine). Reported procedure: 4-Fluoro-3-(3-fluoropyridin-2-yl)phenylamine was subjected to reaction with sodium nitrite, in hydrobromic acid in the presence of copper(I) bromide, according to the method of Example 23. 2-(5-Bromo-2-fluorophenyl)-3-fluoropyridine was obtained by chromatography (silica gel, CH2Cl2) as a pink solid: MS (ES+) m/z 270, 272 [M+H]+. The reactants are FC1=C(C=C(C=C1)N)C1=NC=CC=C1F (4-Fluoro-3-(3-fluoropyridin-2-yl)phenylamine), N(=O)[O-].[Na+] (sodium nitrite), Br (hydrobromic acid), C(Cl)Cl (CH2Cl2). Reagents/catalysts: [Cu]Br (copper(I) bromide). RXN SMILES: [F:1][C:2]1[CH:7]=[CH:6][C:5](N)=[CH:4][C:3]=1[C:9]1[C:14]([F:15])=[CH:13][CH:12]=[CH:11][N:10]=1.N([O-])=O.[Na+].C(Cl)Cl.[BrH:23]>[Cu]Br>[Br:23][C:5]1[CH:6]=[CH:7][C:2]([F:1])=[C:3]([C:9]2[C:14]([F:15])=[CH:13][CH:12]=[CH:11][N:10]=2)[CH:4]=1 |f:1.2|.